From a dataset of the Open Reaction Database (ORD), a public repository of structured organic reaction records. describe an organic reaction: reactants, conditions, products, and yield The reactants are CCc1cc(Oc2ccc(S(C)(=O)=O)nc2)cc2cc(C(N)=O)[nH]c12, COc1ccc(P2(=S)SP(=S)(c3ccc(OC)cc3)S2)cc1, C1CCOC1. Yields the product CCc1cc(Oc2ccc(S(C)(=O)=O)nc2)cc2cc(C(N)=S)[nH]c12. Reaction SMILES: [CH2:1]([CH3:2])[c:3]1[cH:4][c:5]([O:15][c:16]2[cH:17][n:18][c:19]([S:22](=[O:23])(=[O:24])[CH3:25])[cH:20][cH:21]2)[cH:6][c:7]2[cH:8][c:9]([C:12](=[O:13])[NH2:14])[nH:10][c:11]12.[CH3:26][O:27][c:28]1[cH:29][cH:30][c:31]([P:32]2(=[S:35])[S:33][P:34]([c:36]3[cH:37][cH:38][c:39]([O:40][CH3:41])[cH:42][cH:43]3)(=[S:44])[S:45]2)[cH:46][cH:47]1.[O:48]1[CH2:49][CH2:50][CH2:51][CH2:52]1>>[CH2:1]([CH3:2])[c:3]1[cH:4][c:5]([O:15][c:16]2[cH:17][n:18][c:19]([S:22](=[O:23])(=[O:24])[CH3:25])[cH:20][cH:21]2)[cH:6][c:7]2[cH:8][c:9]([C:12]([NH2:14])=[S:35])[nH:10][c:11]12. Starting materials: Cc1ncc(Br)cn1, CC(c1ccc(B2OC(C)(C)C(C)(C)O2)cc1)N1CCC(CC(C)(C)O)(c2ccccc2)OC1=O. The product is Cc1ncc(-c2ccc(C(C)N3CCC(CC(C)(C)O)(c4ccccc4)OC3=O)cc2)cn1. RXN SMILES: [CH3:36][c:37]1[n:38][cH:39][c:40]([Br:43])[cH:41][n:42]1.[OH:1][C:2]([CH2:3][C:4]1([c:28]2[cH:29][cH:30][cH:31][cH:32][cH:33]2)[CH2:5][CH2:6][N:7]([CH:11]([CH3:12])[c:13]2[cH:14][cH:15][c:16]([B:19]3[O:20][C:21]([CH3:22])([CH3:23])[C:24]([CH3:25])([CH3:26])[O:27]3)[cH:17][cH:18]2)[C:8](=[O:10])[O:9]1)([CH3:34])[CH3:35]>>[OH:1][C:2]([CH2:3][C:4]1([c:28]2[cH:29][cH:30][cH:31][cH:32][cH:33]2)[CH2:5][CH2:6][N:7]([CH:11]([CH3:12])[c:13]2[cH:14][cH:15][c:16](-[c:40]3[cH:39][n:38][c:37]([CH3:36])[n:42][cH:41]3)[cH:17][cH:18]2)[C:8](=[O:10])[O:9]1)([CH3:34])[CH3:35]. Starting materials: CCOc1c(C)ncc(CO)c1C, Cc1ccccc1, CCOC(C)=O, C1CCC2=NCCCN2CC1, O, [N-]=[N+]=NP(=O)(c1ccccc1)c1ccccc1. Yields the product CCOc1c(C)ncc(CN=[N+]=[N-])c1C. As a reaction SMILES: [CH2:29]([CH3:30])[O:31][c:32]1[c:33]([CH3:41])[c:34]([CH2:39][OH:40])[cH:35][n:36][c:37]1[CH3:38].[CH3:43][c:44]1[cH:45][cH:46][cH:47][cH:48][cH:49]1.[CH3:50][CH2:51][O:52][C:53](=[O:54])[CH3:55].[N:18]12[CH2:19][CH2:20][CH2:21][N:22]=[C:23]1[CH2:24][CH2:25][CH2:26][CH2:27][CH2:28]2.[OH2:42].[c:1]1([P:2]([c:3]2[cH:4][cH:5][cH:6][cH:7][cH:8]2)(=[O:9])[N:15]=[N+:16]=[N-:17])[cH:10][cH:11][cH:12][cH:13][cH:14]1>>[N:15](=[N+:16]=[N-:17])[CH2:39][c:34]1[c:33]([CH3:41])[c:32]([O:31][CH2:29][CH3:30])[c:37]([CH3:38])[n:36][cH:35]1. The reactants are O=C1CCN(CC1)C(=O)OC(C)(C)C (tert-butyl 4-oxopiperidine-1-carboxylate), N (ammonia), C1(CC1)N (cyclopropylamine), [BH3-]C#N.[Na+] (NaBH3CN). Run in C(C)O (ethanol), C(C)(=O)O (acetic acid). Conditions: time 30 minute. The product is C1(CC1)NC1CCN(CC1)C(=O)OC(C)(C)C (tert-butyl 4-cyclopropylamino-piperidine-1-carboxylate). The yield is 79.3%. Reaction SMILES: O=[C:2]1[CH2:7][CH2:6][N:5]([C:8]([O:10][C:11]([CH3:14])([CH3:13])[CH3:12])=[O:9])[CH2:4][CH2:3]1.[CH:15]1([NH2:18])[CH2:17][CH2:16]1.[BH3-]C#N.[Na+].N>C(O)C.C(O)(=O)C>[CH:15]1([NH:18][CH:2]2[CH2:7][CH2:6][N:5]([C:8]([O:10][C:11]([CH3:14])([CH3:13])[CH3:12])=[O:9])[CH2:4][CH2:3]2)[CH2:17][CH2:16]1 |f:2.3|. Procedure: 1 g (5 mmol) of tert-butyl 4-oxopiperidine-1-carboxylate is dissolved in 40 mL of ethanol with 10% of acetic acid. 0.28 mL (4.2 mmol) of cyclopropylamine is added. After 30 minutes, 0.53 g (36 mmol) of NaBH3CN is added and the reaction medium is stirred for one hour at room temperature. The reaction is stopped by addition of aqueous ammonia solution and the organic products are then extracted with ethyl acetate. The organic phase is dried and then evaporated. The crude product obtained is chroma...